From a dataset of the Open Reaction Database (ORD), a public repository of structured organic reaction records. describe an organic reaction: reactants, conditions, products, and yield The reactants are Brc1cnc(N2CCOCC2)cn1, [Li]CCCC, CCCC[Sn](Cl)(CCCC)CCCC, C1CCOC1. Product: CCCC[Sn](CCCC)(CCCC)c1cnc(N2CCOCC2)cn1. RXN SMILES: [Br:1][c:2]1[n:3][cH:4][c:5]([N:8]2[CH2:9][CH2:10][O:11][CH2:12][CH2:13]2)[n:6][cH:7]1.[CH2:14]([Li:15])[CH2:16][CH2:17][CH3:18].[CH2:19]([CH2:20][CH2:21][CH3:22])[Sn:23]([CH2:24][CH2:25][CH2:26][CH3:27])([CH2:28][CH2:29][CH2:30][CH3:31])[Cl:32].[CH2:33]1[O:34][CH2:35][CH2:36][CH2:37]1>>[c:2]1([Sn:23]([CH2:19][CH2:20][CH2:21][CH3:22])([CH2:24][CH2:25][CH2:26][CH3:27])[CH2:28][CH2:29][CH2:30][CH3:31])[n:3][cH:4][c:5]([N:8]2[CH2:9][CH2:10][O:11][CH2:12][CH2:13]2)[n:6][cH:7]1. Starting materials: CN(C(=O)[C@H]1[C@@H](C1)C(=O)C1=CNC2=CC=C(C=C12)F)C ((−)-trans-2-(5-fluoro-3-indolylcarbonyl)-cyclopropanecarboxylic acid dimethylamide), [H-].[H-].[H-].[H-].[Li+].[Al+3] (LAH). Solvent: C1CCOC1 (THF), C1CCOC1 (THF), CCOCC (ether). Yields the product N (ammonia), FC=1C=C2C(=CNC2=CC1)CC1C(C1)CN(C)C ((+)-[2-(5-fluoro-1H-indol-3-ylmethyl)-cyclopropyl-methyl]-dimethylamine). Isolated yield 184.5%. As a reaction SMILES: [CH3:1][N:2]([CH3:20])[C:3]([C@@H:5]1[CH2:7][C@H:6]1[C:8]([C:10]1[C:18]2[C:13](=[CH:14][CH:15]=[C:16]([F:19])[CH:17]=2)[NH:12][CH:11]=1)=O)=O.[H-].[H-].[H-].[H-].[Li+].[Al+3]>C1COCC1.CCOCC>[NH3:2].[F:19][C:16]1[CH:17]=[C:18]2[C:13](=[CH:14][CH:15]=1)[NH:12][CH:11]=[C:10]2[CH2:8][CH:6]1[CH2:7][CH:5]1[CH2:3][N:2]([CH3:1])[CH3:20] |f:1.2.3.4.5.6|. Reported procedure: A solution of (−)-trans-2-(5-fluoro-3-indolylcarbonyl)-cyclopropanecarboxylic acid dimethylamide (180 mg, 0.66 mmol) in THF was added dropwise to a suspension of LAH (100 mg, 2.63 mmol) in THF at room temperature with stirring. The reaction was heated to reflux and stirred for 1 h. The reaction was then cooled to room temperature, diluted with ether, and quenched with aqueous NaOH (1 mL of 1 N solution). The resulting precipitate was filtered and washed with ether. The organic filtrate was conce... Starting materials: N1=C(C=NC2=CC=CC=C12)C(=O)Cl (2-quinoxaloyl chloride), Cl.C[C@@H]1CC[C@H](CC1)N (trans-4-methylcyclohexylamine hydrochloride), N1=CC=CC=C1 (pyridine), ClCCl (dichloromethane). The solvent is C(C)OCC (diethyl ether). Run at time 60 minute. Yields the product Cl (HCl), Cl.N1=CC(=CC2=CC=CC=C12)NC(=O)C1=NC2=CC=CC=C2N=C1 (N-(3-quinolinyl)quinoxaline-2-carboxamide Hydrochloride). Isolated yield 98.0%. As a reaction SMILES: [N:1]1[C:10]2[C:5](=[CH:6][CH:7]=[CH:8][CH:9]=2)[N:4]=[CH:3][C:2]=1[C:11]([Cl:13])=[O:12].Cl.C[C@H:16]1[CH2:21][CH2:20][C@H:19]([NH2:22])[CH2:18][CH2:17]1.[N:23]1[CH:28]=[CH:27]C=CC=1.[Cl:29][CH2:30]Cl>C(OCC)C>[ClH:13].[ClH:29].[N:22]1[C:19]2[C:20](=[CH:21][CH:16]=[CH:17][CH:18]=2)[CH:27]=[C:28]([NH:23][C:11]([C:2]2[CH:3]=[N:4][C:5]3[C:10](=[CH:9][CH:8]=[CH:7][CH:6]=3)[N:1]=2)=[O:12])[CH:30]=1 |f:1.2,7.8|. Procedure: A solution of 2-quinoxaloyl chloride (193 mg, 1 mmol) in dichloromethane (20 mL) was treated with trans-4-methylcyclohexylamine hydrochloride (150 mg, 1 mmol), and pyridine (0.2 mL) and stirred at ambient temperature for 60 min. After this time the reaction mixture was diluted with diethyl ether (50 mL). The organic solution was washed with 1 N NaOH (2×10 mL), brine (20 mL), dried over anhydrous MgSO4. Treatment with excess 1 M HCl in diethyl ether afforded 331 mg (98%) of 407: Reactants: FC=1C=NC=CC1CCCNN1C=C(C2=CC(=CC=C12)O)C (1-[(3-fluoro-4-pyridinyl)propylamino]-3-methyl-1H-indol-5-ol), C(=O)([O-])[O-].[K+].[K+] (K2CO3), C(CCC)N=C=O (butyl isocyanate). The solvent is O1CCCC1 (tetrahydrofuran). Conditions: time 15 hour. The product is C(CCC)NC(OC=1C=C2C(=CN(C2=CC1)NCCCC1=C(C=NC=C1)F)C)=O (1-[(3-Fluoro-4-pyridinyl)propylamino]-3-methyl-1H-indol-5-yl butylcarbamate). Reaction SMILES: [F:1][C:2]1[CH:3]=[N:4][CH:5]=[CH:6][C:7]=1[CH2:8][CH2:9][CH2:10][NH:11][N:12]1[C:20]2[C:15](=[CH:16][C:17]([OH:21])=[CH:18][CH:19]=2)[C:14]([CH3:22])=[CH:13]1.C([O-])([O-])=O.[K+].[K+].[CH2:29]([N:33]=[C:34]=[O:35])[CH2:30][CH2:31][CH3:32]>O1CCCC1>[CH2:29]([NH:33][C:34](=[O:35])[O:21][C:17]1[CH:16]=[C:15]2[C:20](=[CH:19][CH:18]=1)[N:12]([NH:11][CH2:10][CH2:9][CH2:8][C:7]1[CH:6]=[CH:5][N:4]=[CH:3][C:2]=1[F:1])[CH:13]=[C:14]2[CH3:22])[CH2:30][CH2:31][CH3:32] |f:1.2.3|. Reported procedure: To a stirred solution consisting of 1-[(3-fluoro-4-pyridinyl)propylamino]-3-methyl-1H-indol-5-ol (2.10 g) and tetrahydrofuran (47 ml) was added milled K2CO3 (1.02 g) followed by dropwise addition of butyl isocyanate (0.87 ml) at room temperature under nitrogen. Stirring was continued for 15 hours, at which time the reaction mixture was filtered through a pad of celite and the solids washed with EtOAc. Concentration afforded the crude product. Purification via flash column chromatography (silica ... The product is FC(C1=CC2=C(CC3N(S2(=O)=O)CCNC3)C=C1)(F)F (1,2,3,4,11,11a-hexahydro-8-(trifluoromethyl)-pyrazino[1,2-b][1,2]benzothiazine 6,6-dioxide). Procedure: To a solution of phenylmethyl 3,4,11,11a-tetrahydro-8-(trifluoromethyl)pyrazino[1,2-b][1,2]benzothiazine-2(1H)-carboxylate 6,6-dioxide (59.0 mg, 0.134 mmol) in methanol (2 mL) under a nitrogen atmosphere was added 10% Pd—C (6 mg). The nitrogen atmosphere was exchanged for hydrogen (provided by a balloon) using 3 pump/purge cycles. The reaction was stirred for 1 h. The hydrogen atmosphere was exchanged for nitrogen and the reaction was filtered through Celite® AFA. The pad was rinsed with methano... As a reaction SMILES: [F:1][C:2]([F:30])([F:29])[C:3]1[CH:28]=[CH:27][C:6]2[CH2:7][CH:8]3[CH2:16][N:15](C(OCC4C=CC=CC=4)=O)[CH2:14][CH2:13][N:9]3[S:10](=[O:12])(=[O:11])[C:5]=2[CH:4]=1.[H][H]>CO.[Pd]>[F:29][C:2]([F:1])([F:30])[C:3]1[CH:28]=[CH:27][C:6]2[CH2:7][CH:8]3[CH2:16][NH:15][CH2:14][CH2:13][N:9]3[S:10](=[O:11])(=[O:12])[C:5]=2[CH:4]=1. Conditions: time 1 hour. Solvent: CO (methanol). Reactants: FC(C1=CC2=C(CC3N(S2(=O)=O)CCN(C3)C(=O)OCC3=CC=CC=C3)C=C1)(F)F (phenylmethyl 3,4,11,11a-tetrahydro-8-(trifluoromethyl)pyrazino[1,2-b][1,2]benzothiazine-2(1H)-carboxylate 6,6-dioxide), [H][H] (hydrogen). Reagents/catalysts: [Pd] (Pd—C). Reactants: ice, B#B (diborane), BrBr (bromine), CC(C(C#C)OC1OCCCC1)(CCCC)C (4,4-dimethyl-3-tetrahydropyranyloxy-1-octyne), CC(C)=CC (2-methyl-2-butene). The solvent is O1CCCC1 (tetrahydrofuran), C(Cl)(Cl)(Cl)Cl (carbon tetrachloride), C(Cl)(Cl)(Cl)Cl (carbon tetrachloride), O1CCCC1 (tetrahydrofuran). Run at temperature 0 celsius, time 2 hour. The product is Br\C=C\C(C(CCCC)(C)C)OC1OCCCC1 (1-bromo-4,4-dimethyl-3-tetrahydropyranyloxy-trans-1-octene). Reaction SMILES: CC(=CC)C.B#B.[CH3:8][C:9]([CH3:24])([CH2:20][CH2:21][CH2:22][CH3:23])[CH:10]([O:13][CH:14]1[CH2:19][CH2:18][CH2:17][CH2:16][O:15]1)[C:11]#[CH:12].[Br:25]Br>O1CCCC1.C(Cl)(Cl)(Cl)Cl>[Br:25]/[CH:12]=[CH:11]/[CH:10]([O:13][CH:14]1[CH2:19][CH2:18][CH2:17][CH2:16][O:15]1)[C:9]([CH3:24])([CH3:8])[CH2:20][CH2:21][CH2:22][CH3:23]. Procedure: To an ice cooled solution of 3.5 g. (50 moles) of 2-methyl-2-butene in 25 ml. of tetrahydrofuran under an inert atmosphere is added 25 ml. of 1 M diborane in tetrahydrofuran dropwise over 10 minutes. The mixture is stirred at 0°-5° C. for 2 hours and then the solvent is removed under vacuum. The residue is dissolved in 20 ml. of carbon tetrachloride and to the resulting solution cooled to 0° C. is added a solution of 5.25 g. (22 mole) of 4,4-dimethyl-3-tetrahydropyranyloxy-1-octyne (Example 995)... Starting materials: CSSC (dimethyldisulfide), solution, C(CCC)[Li] (n-butyllithium), BrC=1SC(=CC1)C1=CC(=CC=C1)Br (2-bromo-5-(3'-bromophenyl)thiophene), [Cl-].[NH4+] (ammonium chloride). Solvent: O1CCCC1 (tetrahydrofuran), C(C)(=O)OCC (ethyl acetate). Reaction conditions: time 10 minute. Product: CSC=1SC(=CC1)C1=CC(=CC=C1)Br (2-methylthio-5-(3'-bromophenyl)thiophene). Reaction SMILES: C([Li])CCC.Br[C:7]1[S:8][C:9]([C:12]2[CH:17]=[CH:16][CH:15]=[C:14]([Br:18])[CH:13]=2)=[CH:10][CH:11]=1.[CH3:19][S:20]SC.[Cl-].[NH4+]>O1CCCC1.C(OCC)(=O)C>[CH3:19][S:20][C:7]1[S:8][C:9]([C:12]2[CH:17]=[CH:16][CH:15]=[C:14]([Br:18])[CH:13]=2)=[CH:10][CH:11]=1 |f:3.4|. Procedure: A 2.5M solution of n-butyllithium (2.2 mL; 5.5. mM) was slowly added to a solution of 2-bromo-5-(3'-bromophenyl)thiophene (1.59 g; 5 mM) in 10 mL of tetrahydrofuran at -78° under nitrogen. The mixture was stirred 10 mins. and dimethyldisulfide (1.35 mL; 15 mM) was added slowly. This mixture was stirred overnight at R.T. after which 5 mL of sat'd. ammonium chloride and 15 mL of ethyl acetate were added. The organic phase was separated, washed with 2×5 mL of sat'd. sodium chloride, and dried over ...